This data is from the Open Reaction Database (ORD), a public repository of structured organic reaction records. The task is: describe an organic reaction: reactants, conditions, products, and yield The reactants are O=C([O-])[O-], Cc1cc(O)c2cc(-c3cccc(C(F)(F)F)c3)nnc2c1, CI, CC(C)=O, [K+], [K+]. Yields the product COc1cc(C)cc2nnc(-c3cccc(C(F)(F)F)c3)cc12. RXN SMILES: [C:25](=[O:26])([O-:27])[O-:28].[CH3:1][c:2]1[cH:3][c:4]([OH:22])[c:5]2[cH:6][c:7](-[c:12]3[cH:13][c:14]([C:18]([F:19])([F:20])[F:21])[cH:15][cH:16][cH:17]3)[n:8][n:9][c:10]2[cH:11]1.[CH3:23][I:24].[CH3:31][C:32](=[O:33])[CH3:34].[K+:29].[K+:30]>>[CH3:1][c:2]1[cH:3][c:4]([O:22][CH3:25])[c:5]2[cH:6][c:7](-[c:12]3[cH:13][c:14]([C:18]([F:19])([F:20])[F:21])[cH:15][cH:16][cH:17]3)[n:8][n:9][c:10]2[cH:11]1. The reactants are CO, [Na+], [OH-], CCOC(=O)C(Cc1ccc(OCCNC(=O)c2ccc(-c3ccccc3)cc2)cc1)N(CC)c1ccccc1. Product: CCN(c1ccccc1)C(Cc1ccc(OCCNC(=O)c2ccc(-c3ccccc3)cc2)cc1)C(=O)O. Reaction SMILES: [CH3:43][OH:44].[Na+:42].[OH-:41].[c:1]1(-[c:35]2[cH:36][cH:37][cH:38][cH:39][cH:40]2)[cH:2][cH:3][c:4]([C:7](=[O:8])[NH:9][CH2:10][CH2:11][O:12][c:13]2[cH:14][cH:15][c:16]([CH2:19][CH:20]([C:21](=[O:22])[O:23][CH2:24][CH3:25])[N:26]([c:27]3[cH:28][cH:29][cH:30][cH:31][cH:32]3)[CH2:33][CH3:34])[cH:17][cH:18]2)[cH:5][cH:6]1>>[c:1]1(-[c:35]2[cH:36][cH:37][cH:38][cH:39][cH:40]2)[cH:2][cH:3][c:4]([C:7](=[O:8])[NH:9][CH2:10][CH2:11][O:12][c:13]2[cH:14][cH:15][c:16]([CH2:19][CH:20]([C:21](=[O:22])[OH:23])[N:26]([c:27]3[cH:28][cH:29][cH:30][cH:31][cH:32]3)[CH2:33][CH3:34])[cH:17][cH:18]2)[cH:5][cH:6]1. Reactants: CC[N+](CC)(CC)S(=O)(=O)NC(=O)OC, CCCCCC(OCc1ccc(OC)cc1)c1ccc(C2C(CCCc3ccc(C(=O)OC)s3)CCC2(O)C(C)(C)O[SiH2]C(C)(C)C)cc1, c1ccccc1. Yields the product CCCCCC(OCc1ccc(OC)cc1)c1ccc(C2=C(C(C)(C)O[SiH2]C(C)(C)C)CCC2CCCc2ccc(C(=O)OC)s2)cc1. RXN SMILES: [CH2:50]([N+:51]([CH2:52][CH3:53])([CH2:54][CH3:55])[S:56]([NH:57][C:58](=[O:59])[O:60][CH3:61])(=[O:62])=[O:63])[CH3:64].[CH3:1][O:2][C:3](=[O:4])[c:5]1[s:6][c:7]([CH2:10][CH2:11][CH2:12][CH:13]2[CH:14]([c:28]3[cH:29][cH:30][c:31]([CH:34]([CH2:35][CH2:36][CH2:37][CH2:38][CH3:39])[O:40][CH2:41][c:42]4[cH:43][cH:44][c:45]([O:48][CH3:49])[cH:46][cH:47]4)[cH:32][cH:33]3)[C:15]([OH:18])([C:19]([O:20][SiH2:21][C:22]([CH3:23])([CH3:24])[CH3:25])([CH3:26])[CH3:27])[CH2:16][CH2:17]2)[cH:8][cH:9]1.[cH:65]1[cH:66][cH:67][cH:68][cH:69][cH:70]1>>[CH3:1][O:2][C:3](=[O:4])[c:5]1[s:6][c:7]([CH2:10][CH2:11][CH2:12][CH:13]2[C:14]([c:28]3[cH:29][cH:30][c:31]([CH:34]([CH2:35][CH2:36][CH2:37][CH2:38][CH3:39])[O:40][CH2:41][c:42]4[cH:43][cH:44][c:45]([O:48][CH3:49])[cH:46][cH:47]4)[cH:32][cH:33]3)=[C:15]([C:19]([O:20][SiH2:21][C:22]([CH3:23])([CH3:24])[CH3:25])([CH3:26])[CH3:27])[CH2:16][CH2:17]2)[cH:8][cH:9]1. The reactants are CCOC(=O)Cn1c(=O)c2c(nc(N3CCN(C(=O)OC(C)(C)C)CC3)n2Cc2ccccc2)n(C)c1=O, CC(=O)O, [OH-], [OH-], [Pd+2]. Yields the product CCOC(=O)Cn1c(=O)c2[nH]c(N3CCN(C(=O)OC(C)(C)C)CC3)nc2n(C)c1=O. Reaction SMILES: [C:1]([CH3:2])([CH3:3])([CH3:4])[O:5][C:6](=[O:7])[N:8]1[CH2:9][CH2:10][N:11]([c:14]2[n:15][c:16]3[n:17]([CH3:38])[c:18](=[O:37])[n:19]([CH2:31][C:32](=[O:33])[O:34][CH2:35][CH3:36])[c:20](=[O:30])[c:21]3[n:22]2[CH2:23][c:24]2[cH:25][cH:26][cH:27][cH:28][cH:29]2)[CH2:12][CH2:13]1.[CH3:39][C:40](=[O:41])[OH:42].[OH-:43].[OH-:45].[Pd+2:44]>>[C:1]([CH3:2])([CH3:3])([CH3:4])[O:5][C:6](=[O:7])[N:8]1[CH2:9][CH2:10][N:11]([c:14]2[n:15][c:16]3[n:17]([CH3:38])[c:18](=[O:37])[n:19]([CH2:31][C:32](=[O:33])[O:34][CH2:35][CH3:36])[c:20](=[O:30])[c:21]3[nH:22]2)[CH2:12][CH2:13]1. Reactants: 8-alkoxymethylergoline, sodium alcoholates, Cl (hydrochloric acid), CCCC[O-].[Na+] (sodium butylate), ClCC1CN[C@@H]2CC3=CNC4=CC=CC([C@H]2C1)=C34 (8-chloromethylergoline). The product is C=C1CN[C@@H]2CC3=CNC4=CC=CC([C@H]2C1)=C34 (8-methylenergoline). As a reaction SMILES: CCCC[O-].[Na+].Cl[CH2:8][CH:9]1[CH2:23][C@H:22]2[C@@H:12]([CH2:13][C:14]3[C:24]4[C:17](=[CH:18][CH:19]=[CH:20][C:21]2=4)[NH:16][CH:15]=3)[NH:11][CH2:10]1.Cl>>[CH2:8]=[C:9]1[CH2:23][C@H:22]2[C@@H:12]([CH2:13][C:14]3[C:24]4[C:17](=[CH:18][CH:19]=[CH:20][C:21]2=4)[NH:16][CH:15]=3)[NH:11][CH2:10]1 |f:0.1|. Procedure details: To date, only one 8-alkoxymethylergoline has been prepared and isolated. In particular, Zikan and Semonsky prepared D6-methyl-8-n-butoxymethylergoline by reaction of sodium butylate and the corresponding 8-chloromethylergoline. These workers reported that the reaction, when carried out with most sodium alcoholates, led primarily to elimination of hydrochloric acid and provided the corresponding 8-methylenergoline derivative; see Coll. Czech. Chem. Comm. 39, 614 (1974). Indeed, reaction of D-6-me...